Task: describe an organic reaction: reactants, conditions, products, and yield. Dataset: the Open Reaction Database (ORD), a public repository of structured organic reaction records The reactants are ClC1=C2C=C(C(N(C2=CC=C1)C(C)C)=O)C(=O)NCC1CCN(CC1)CC1(CCOCC1)O (5-chloro-N-({1-[(4-hydroxytetrahydro-2H-pyran-4-yl)methyl]piperidin-4-yl}methyl)-1-isopropyl-2-oxo-1,2-dihydroquinoline-3-carboxamide), C(C(=O)O)(=O)O (oxalic acid). The solvent is CO (methanol). Reaction conditions: time 1 hour. Product: C(C(=O)O)(=O)O.ClC1=C2C=C(C(N(C2=CC=C1)C(C)C)=O)C(=O)NCC1CCN(CC1)CC1(CCOCC1)O (5-CHLORO-N-({1-[(4-HYDROXYTETRAHYDRO-2H-PYRAN-4-YL)METHYL]PIPERIDIN-4-YL}METHYL)-1-ISOPROPYL-2-OXO-1,2-DIHYDROQUINOLINE-3-CARBOXAMIDE ETHANEDIOATE). Yield: 20.1%. Reaction SMILES: [Cl:1][C:2]1[CH:11]=[CH:10][CH:9]=[C:8]2[C:3]=1[CH:4]=[C:5]([C:16]([NH:18][CH2:19][CH:20]1[CH2:25][CH2:24][N:23]([CH2:26][C:27]3([OH:33])[CH2:32][CH2:31][O:30][CH2:29][CH2:28]3)[CH2:22][CH2:21]1)=[O:17])[C:6](=[O:15])[N:7]2[CH:12]([CH3:14])[CH3:13].[C:34]([OH:39])(=[O:38])[C:35]([OH:37])=[O:36]>CO>[C:34]([OH:39])(=[O:38])[C:35]([OH:37])=[O:36].[Cl:1][C:2]1[CH:11]=[CH:10][CH:9]=[C:8]2[C:3]=1[CH:4]=[C:5]([C:16]([NH:18][CH2:19][CH:20]1[CH2:25][CH2:24][N:23]([CH2:26][C:27]3([OH:33])[CH2:28][CH2:29][O:30][CH2:31][CH2:32]3)[CH2:22][CH2:21]1)=[O:17])[C:6](=[O:15])[N:7]2[CH:12]([CH3:14])[CH3:13] |f:3.4|. Reported procedure: A mixture of 5-chloro-N-({1-[(4-hydroxytetrahydro-2H-pyran-4-yl)methyl]piperidin-4-yl}methyl)-1-isopropyl-2-oxo-1,2-dihydroquinoline-3-carboxamide (27 mg, 0.057 mmol, example 1) and oxalic acid (5.2 mg, 0.057 mmol) was dissolved in methanol and stirred for 1 h. The mixture was concentrated and crystallized from diisopropyl ether to give 6.5 mg (20%) of the title compound as a white solid. Procedure: To a solution of 0.050 g 4-(4-chloro-phenyl)-5-(2,2,2-trifluoro-ethoxy)-pyridine-2-carboxylic acid in 2.0 ml dimethylformamide was added 0.030 g (S)-2-amino-cyclohexanone-(E)-O-methyl-oxime hydrochloride, 0.053 g TBTU and 0.097 g N,N-diisopropyl ethyl amine and the mixture was stirred at room temperature for 16 h. The solvent was evaporated under high vacuum and the residue was purified by chromatography on silica gel with a gradient of heptane to ethyl acetate to yield 0.045 g of the title comp... The yield is 65.5%. RXN SMILES: [Cl:1][C:2]1[CH:7]=[CH:6][C:5]([C:8]2[C:13]([O:14][CH2:15][C:16]([F:19])([F:18])[F:17])=[CH:12][N:11]=[C:10]([C:20](O)=[O:21])[CH:9]=2)=[CH:4][CH:3]=1.Cl.[CH3:24][O:25]/[N:26]=[C:27]1/[C@@H:28]([NH2:33])[CH2:29][CH2:30][CH2:31][CH2:32]/1.CN(C(ON1N=NC2C=CC=CC1=2)=[N+](C)C)C.[B-](F)(F)(F)F.C(N(CC)C(C)C)(C)C>CN(C)C=O>[CH3:24][O:25]/[N:26]=[C:27]1/[C@@H:28]([NH:33][C:20]([C:10]2[CH:9]=[C:8]([C:5]3[CH:4]=[CH:3][C:2]([Cl:1])=[CH:7][CH:6]=3)[C:13]([O:14][CH2:15][C:16]([F:19])([F:18])[F:17])=[CH:12][N:11]=2)=[O:21])[CH2:29][CH2:30][CH2:31][CH2:32]/1 |f:1.2,3.4|. Run at time 16 hour. Run in CN(C=O)C (dimethylformamide). Reactants: ClC1=CC=C(C=C1)C1=CC(=NC=C1OCC(F)(F)F)C(=O)O (4-(4-chloro-phenyl)-5-(2,2,2-trifluoro-ethoxy)-pyridine-2-carboxylic acid), Cl.CO\N=C/1\[C@H](CCCC1)N ((S)-2-amino-cyclohexanone-(E)-O-methyl-oxime hydrochloride), CN(C)C(=[N+](C)C)ON1C2=C(C=CC=C2)N=N1.[B-](F)(F)(F)F (TBTU), C(C)(C)N(C(C)C)CC (N,N-diisopropyl ethyl amine). The product is CO\N=C/1\[C@H](CCCC1)NC(=O)C1=NC=C(C(=C1)C1=CC=C(C=C1)Cl)OCC(F)(F)F (4-(4-Chloro-phenyl)-5-(2,2,2-trifluoro-ethoxy)-pyridine-2-carboxylic acid {(S)-2-[(E)-methoxyimino]-cyclohexyl}-amide). The reactants are [N+](=O)([O-])C1=C(C=CC(=C1)[N+](=O)[O-])Cl (2,4-dinitrochlorobenzene), NC1=C(C=CC(=C1)[N+](=O)[O-])[O-].[Na+] (sodium 2-amino-4-nitrophenolate), [SH-] (hydrosulphide), [N+](=O)([O-])C1=C(C=CC(=C1)[N+](=O)[O-])[O-].[Na+] (sodium 2,4-dinitrophenolate), [Cl-].[NH4+] (ammonium chloride), [SH-] (hydrosulphide). Solvent: O (water). Run at temperature 15 celsius. Yields the product NC1=C(C=CC(=C1)[N+](=O)[O-])O (2-amino-4-nitrophenol). As a reaction SMILES: [N+](C1C=C([N+]([O-])=O)C=CC=1Cl)([O-])=O.[N+:14]([C:17]1[CH:22]=[C:21]([N+:23]([O-:25])=[O:24])[CH:20]=[CH:19][C:18]=1[O-:26])([O-])=O.[Na+].[Cl-].[NH4+].NC1C=C([N+]([O-])=O)C=CC=1[O-].[Na+].[SH-]>O>[NH2:14][C:17]1[CH:22]=[C:21]([N+:23]([O-:25])=[O:24])[CH:20]=[CH:19][C:18]=1[OH:26] |f:1.2,3.4,5.6|. Procedure: 202.6 parts of 2,4-dinitrochlorobenzene are converted into sodium 2,4-dinitrophenolate in accordance with the statements in Example 1 and, after adding 400 parts of water and 184 parts of ammonium chloride, the pH value is adjusted to 7.0. Reduction to sodium 2-amino-4-nitrophenolate is carried out with 580 parts of 31.9% strength hydrosulphide solution at pH values of at most 9, whilst stirring and monitoring the pH. After addition of the hydrosulphide, the mixture is subsequently stirred at 70... Reactants: Cc1ccccc1, NC(=O)c1ccc(C=O)s1, O=C(NOC(=O)C(F)(F)F)C(F)(F)F, c1ccncc1. Yields the product N#Cc1ccc(C(N)=O)s1. Reaction SMILES: [CH3:31][c:32]1[cH:33][cH:34][cH:35][cH:36][cH:37]1.[CH:1](=[O:2])[c:3]1[cH:4][cH:5][c:6]([C:8](=[O:9])[NH2:10])[s:7]1.[F:11][C:12]([F:13])([F:14])[C:16]([NH:15][O:17][C:18](=[O:19])[C:20]([F:21])([F:22])[F:23])=[O:24].[cH:25]1[cH:26][cH:27][n:28][cH:29][cH:30]1>>[C:1]([c:3]1[cH:4][cH:5][c:6]([C:8](=[O:9])[NH2:10])[s:7]1)#[N:15].